Dataset: the Open Reaction Database (ORD), a public repository of structured organic reaction records. Task: describe an organic reaction: reactants, conditions, products, and yield Reactants: C(C)(C)NC(C)C (diisopropylamine), C(CCC)[Li] (butyl lithium), COCCl (chloromethyl methyl ether), C1(CCCCC1)CC1C(=O)OCC1 (2-(cyclohexyl-methyl)-γ-butyrolactone). The solvent is C1CCOC1 (THF). Reaction conditions: temperature -78 celsius, time 4.5 hour. Product: C1(CCCCC1)CC1(C(=O)OCC1)COC (2-(Cyclohexyl-methyl)-2-methoxymethyl-γ-butyrolactone). Isolated yield 25.0%. As a reaction SMILES: C(NC(C)C)(C)C.C([Li])CCC.[CH:13]1([CH2:19][CH:20]2[CH2:25][CH2:24][O:23][C:21]2=[O:22])[CH2:18][CH2:17][CH2:16][CH2:15][CH2:14]1.[CH3:26][O:27][CH2:28]Cl>C1COCC1>[CH:13]1([CH2:19][C:20]2([CH2:26][O:27][CH3:28])[CH2:25][CH2:24][O:23][C:21]2=[O:22])[CH2:14][CH2:15][CH2:16][CH2:17][CH2:18]1. Reported procedure: A solution of diisopropylamine (19.0 mL) in THF was treated dropwise with butyl lithium (82.5 mL of 1.6M solution in hexanes) at −10° C. Next the reaction mixture was cooled to −78° C. and treated dropwise with 2-(cyclohexyl-methyl)-γ-butyrolactone (18.0 mL) keeping the speed of the addition at such a rate that the temperature of the mixture remained below −60° C. After completion of the addition, the mixture was stirred for 4.5 h at −78° C., then warmed-up to −40° C. and treated dropwise at thi... Starting materials: FC=1C=C(C=CC1N1CCOCC1)N1C(OC(C1)CNC(C)C1=CC=CC=C1)=O (3-(3-fluoro-4-morpholinylphenyl)-5-[(1-phenylethyl)aminomethyl]-1,3-oxazolidin-2-one), C1(=C(C(=C(C(=C1F)F)F)N)F)N.Cl.Cl (dihydrochloride), FC=1C=C(C=CC1N1CCOCC1)N1C(OC(C1)CNC(C)C1=CC=CC=C1)=O (3-(3-fluoro-4-morpholinylphenyl)-5-[(1-phenylethyl)aminomethyl]-1,3-oxazolidin-2-one). Yields the product FC=1C=C(C=CC1N1CCOCC1)N1C(O[C@H](C1)CN)=O (3-(3-fluoro-4-morpholinylphenyl)-5(S)-aminomethyl-1,3-oxazolidin-2-one), FC=1C=C(C=CC1N1CCOCC1)N1C(O[C@@H](C1)CN)=O (3-(3-fluoro-4-morpholinylphenyl)-5(R)-aminomethyl-1,3-oxazolidin-2-one). RXN SMILES: C1(N)C(F)=C(F)C(F)=C(N)C=1F.Cl.Cl.[F:15][C:16]1[CH:17]=[C:18]([N:28]2[CH2:32][CH:31]([CH2:33][NH:34]C(C3C=CC=CC=3)C)[O:30][C:29]2=[O:43])[CH:19]=[CH:20][C:21]=1[N:22]1[CH2:27][CH2:26][O:25][CH2:24][CH2:23]1>>[F:15][C:16]1[CH:17]=[C:18]([N:28]2[CH2:32][C@H:31]([CH2:33][NH2:34])[O:30][C:29]2=[O:43])[CH:19]=[CH:20][C:21]=1[N:22]1[CH2:23][CH2:24][O:25][CH2:26][CH2:27]1.[F:15][C:16]1[CH:17]=[C:18]([N:28]2[CH2:32][C@@H:31]([CH2:33][NH2:34])[O:30][C:29]2=[O:43])[CH:19]=[CH:20][C:21]=1[N:22]1[CH2:23][CH2:24][O:25][CH2:26][CH2:27]1 |f:0.1.2|. Procedure details: The procedure is the same as in Example 41 except that the dihydrochloride of 3-(3-fluoro-4-morpholinylphenyl)-5-[(1-phenylethyl)aminomethyl]-1,3-oxazolidin-2-one (4a) was replaced by the corresponding 3-(3-fluoro-4-morpholinylphenyl)-5-[(1-phenylethyl)aminomethyl]-1,3-oxazolidin-2-one (4c-4h) to give 3-(3-fluoro-4-morpholinylphenyl)-5(S)-aminomethyl-1,3-oxazolidin-2-one ((S)-5b) or 3-(3-fluoro-4-morpholinylphenyl)-5(R)-aminomethyl-1,3-oxazolidin-2-one ((R)-5b). Starting materials: CCCC[N+](CCCC)(CCCC)CCCC, CCCCCCCC(O)C#C[Si](C)(C)C, [F-], C1CCOC1. The product is C#CC(O)CCCCCCC. As a reaction SMILES: [CH2:17]([N+:18]([CH2:19][CH2:20][CH2:21][CH3:22])([CH2:23][CH2:24][CH2:25][CH3:26])[CH2:27][CH2:28][CH2:29][CH3:30])[CH2:31][CH2:32][CH3:33].[CH3:1][Si:2]([C:3]#[C:4][CH:5]([CH2:6][CH2:7][CH2:8][CH2:9][CH2:10][CH2:11][CH3:12])[OH:13])([CH3:14])[CH3:15].[F-:16].[O:34]1[CH2:35][CH2:36][CH2:37][CH2:38]1>>[CH:3]#[C:4][CH:5]([CH2:6][CH2:7][CH2:8][CH2:9][CH2:10][CH2:11][CH3:12])[OH:13]. Starting materials: O=C([O-])[O-], Cc1ccc(S(=O)(=O)n2cc(I)c(OCc3ccccc3)n2)cc1, CCO, Cc1ccccc1, OB(O)c1ccccc1Cl, [K+], [K+], c1ccc(P(c2ccccc2)(c2ccccc2)[Pd](P(c2ccccc2)(c2ccccc2)c2ccccc2)(P(c2ccccc2)(c2ccccc2)c2ccccc2)P(c2ccccc2)(c2ccccc2)c2ccccc2)cc1. Yields the product Cc1ccc(S(=O)(=O)n2cc(-c3ccccc3Cl)c(OCc3ccccc3)n2)cc1. Reaction SMILES: [C:11](=[O:12])([O-:13])[O-:14].[CH2:17]([c:18]1[cH:19][cH:20][cH:21][cH:22][cH:23]1)[O:24][c:25]1[n:26][n:27]([S:31](=[O:32])(=[O:33])[c:34]2[cH:35][cH:36][c:37]([CH3:40])[cH:38][cH:39]2)[cH:28][c:29]1[I:30].[CH3:41][CH2:42][OH:43].[CH3:44][c:45]1[cH:46][cH:47][cH:48][cH:49][cH:50]1.[Cl:1][c:2]1[c:3]([B:8]([OH:9])[OH:10])[cH:4][cH:5][cH:6][cH:7]1.[K+:15].[K+:16].[cH:51]1[cH:52][cH:53][c:54]([P:55]([Pd:56]([P:57]([c:58]2[cH:59][cH:60][cH:61][cH:62][cH:63]2)([c:64]2[cH:65][cH:66][cH:67][cH:68][cH:69]2)[c:70]2[cH:71][cH:72][cH:73][cH:74][cH:75]2)([P:76]([c:77]2[cH:78][cH:79][cH:80][cH:81][cH:82]2)([c:83]2[cH:84][cH:85][cH:86][cH:87][cH:88]2)[c:89]2[cH:90][cH:91][cH:92][cH:93][cH:94]2)[P:95]([c:96]2[cH:97][cH:98][cH:99][cH:100][cH:101]2)([c:102]2[cH:103][cH:104][cH:105][cH:106][cH:107]2)[c:108]2[cH:109][cH:110][cH:111][cH:112][cH:113]2)([c:114]2[cH:115][cH:116][cH:117][cH:118][cH:119]2)[c:120]2[cH:121][cH:122][cH:123][cH:124][cH:125]2)[cH:126][cH:127]1>>[Cl:1][c:2]1[c:3](-[c:29]2[c:25]([O:24][CH2:17][c:18]3[cH:19][cH:20][cH:21][cH:22][cH:23]3)[n:26][n:27]([S:31](=[O:32])(=[O:33])[c:34]3[cH:35][cH:36][c:37]([CH3:40])[cH:38][cH:39]3)[cH:28]2)[cH:4][cH:5][cH:6][cH:7]1. The reactants are CCOC(=O)COc1c(-c2nn[nH]n2)sc(-c2cccc(NC3CCCCC3)c2)c1Br, O. The product is O=C(O)COc1c(-c2nn[nH]n2)sc(-c2cccc(NC3CCCCC3)c2)c1Br. As a reaction SMILES: [CH2:1]([CH3:2])[O:3][C:4]([CH2:5][O:6][c:7]1[c:8](-[c:26]2[n:27][n:28][nH:29][n:30]2)[s:9][c:10](-[c:13]2[cH:14][c:15]([NH:19][CH:20]3[CH2:21][CH2:22][CH2:23][CH2:24][CH2:25]3)[cH:16][cH:17][cH:18]2)[c:11]1[Br:12])=[O:31].[OH2:32]>>[O:3]=[C:4]([CH2:5][O:6][c:7]1[c:8](-[c:26]2[n:27][nH:28][n:29][n:30]2)[s:9][c:10](-[c:13]2[cH:14][c:15]([NH:19][CH:20]3[CH2:21][CH2:22][CH2:23][CH2:24][CH2:25]3)[cH:16][cH:17][cH:18]2)[c:11]1[Br:12])[OH:31].